Dataset: the Open Reaction Database (ORD), a public repository of structured organic reaction records. Task: describe an organic reaction: reactants, conditions, products, and yield As a reaction SMILES: [C:8](=[O:9])([O-:10])[O-:11].[CH3:25][N:26]([CH3:27])[CH:28]=[O:29].[Cl-:30].[F:14][c:15]1[cH:16][c:17]([F:24])[cH:18][c:19]([N+:21](=[O:22])[O-:23])[cH:20]1.[K+:12].[K+:13].[NH4+:31].[OH:1][c:2]1[cH:3][n:4][cH:5][cH:6][cH:7]1>>[O:1]([c:2]1[cH:3][n:4][cH:5][cH:6][cH:7]1)[c:17]1[cH:16][c:15]([F:14])[cH:20][c:19]([N+:21](=[O:22])[O-:23])[cH:18]1. The reactants are O=C([O-])[O-], CN(C)C=O, [Cl-], O=[N+]([O-])c1cc(F)cc(F)c1, [K+], [K+], [NH4+], Oc1cccnc1. Product: O=[N+]([O-])c1cc(F)cc(Oc2cccnc2)c1.